Dataset: the Open Reaction Database (ORD), a public repository of structured organic reaction records. Task: describe an organic reaction: reactants, conditions, products, and yield Starting materials: O=C1NC(=O)c2ccccc21, CCOC(=O)N=NC(=O)OCC, C1CCOC1, C=CC(O)CCC(F)(F)C(C=C)N1C(=O)c2ccccc2C1=O, c1ccc(P(c2ccccc2)c2ccccc2)cc1. The product is C=CC(CCC(F)(F)C(C=C)N1C(=O)c2ccccc2C1=O)N1C(=O)c2ccccc2C1=O. RXN SMILES: [O:24]=[C:25]1[NH:26][C:27](=[O:28])[c:29]2[cH:30][cH:31][cH:32][cH:33][c:34]21.[O:54]=[C:55]([O:56][CH2:57][CH3:58])[N:59]=[N:60][C:61]([O:62][CH2:63][CH3:64])=[O:65].[O:66]1[CH2:67][CH2:68][CH2:69][CH2:70]1.[OH:1][CH:2]([CH:3]=[CH2:4])[CH2:5][CH2:6][C:7]([CH:8]([CH:9]=[CH2:10])[N:11]1[C:12](=[O:21])[c:13]2[c:14]([cH:17][cH:18][cH:19][cH:20]2)[C:15]1=[O:16])([F:22])[F:23].[c:35]1([P:36]([c:37]2[cH:38][cH:39][cH:40][cH:41][cH:42]2)[c:43]2[cH:44][cH:45][cH:46][cH:47][cH:48]2)[cH:49][cH:50][cH:51][cH:52][cH:53]1>>[CH:2]([CH:3]=[CH2:4])([CH2:5][CH2:6][C:7]([CH:8]([CH:9]=[CH2:10])[N:11]1[C:12](=[O:21])[c:13]2[c:14]([cH:17][cH:18][cH:19][cH:20]2)[C:15]1=[O:16])([F:22])[F:23])[N:26]1[C:25](=[O:24])[c:34]2[c:29]([cH:30][cH:31][cH:32][cH:33]2)[C:27]1=[O:28]. Starting materials: FC(C=1C=C(C=CC1)CC(=O)O)(F)F (3-trifluoromethylphenyl acetic acid), C=1C=CC2=C(C1)N=NN2O (HOBT), C(CCl)Cl (EDC), Cl.CNOC (N,O-dimethylhydroxylamine hydrochloride). The solvent is CN(C)C=O (DMF), C(Cl)Cl (CH2Cl2), C(C)N(CC)CC (triethylamine). Reaction conditions: time 5 minute. The product is CON(C(CC1=CC(=CC=C1)C(F)(F)F)=O)C (N-methoxy-N-methyl-2-(3-trifluoromethyl-phenyl)-acetamide). Reaction SMILES: Cl.[CH3:2][NH:3][O:4][CH3:5].[F:6][C:7]([F:19])([F:18])[C:8]1[CH:9]=[C:10]([CH2:14][C:15](O)=[O:16])[CH:11]=[CH:12][CH:13]=1.C1C=CC2N(O)N=NC=2C=1.C(Cl)CCl>CN(C=O)C.C(Cl)Cl.C(N(CC)CC)C>[CH3:5][O:4][N:3]([CH3:2])[C:15](=[O:16])[CH2:14][C:10]1[CH:11]=[CH:12][CH:13]=[C:8]([C:7]([F:19])([F:18])[F:6])[CH:9]=1 |f:0.1|. Reported procedure: To a solution of N,O-dimethylhydroxylamine hydrochloride (1.577 g, 16.2 mmol) in DMF (25 mL) and CH2Cl2 (25 mL) at 0° C. was added triethylamine (2.25 mL). After stirring for 5 minutes, 3-trifluoromethylphenyl acetic acid (3.0 g, 14.7 mmol), HOBT (3.177 g, 23.5 mmol), and EDC (3.10 g, 16.2 mmol) were added. The reaction mixture was stirred at room temperature for 18 h and was concentrated in vacuo. The residue was diluted with EtOAc and the organic solution was washed consecutively with 1N NaOH ...